This data is from the Open Reaction Database (ORD), a public repository of structured organic reaction records. The task is: describe an organic reaction: reactants, conditions, products, and yield The reactants are ClC(=O)OCC1=CC=CC=C1 (Benzyl chloroformate), C(C#C)C1CCN(CC1)C(=O)OC(C)(C)C (tert-butyl 4-(prop-2-ynyl)piperidine-1-carboxylate). Product: C(C#C)C1CCN(CC1)C(=O)OCC1=CC=CC=C1 (Benzyl 4-(prop-2-ynyl)piperidine-1-carboxylate). RXN SMILES: Cl[C:2]([O:4][CH2:5][C:6]1[CH:11]=[CH:10][CH:9]=[CH:8][CH:7]=1)=[O:3].[CH2:12]([CH:15]1[CH2:20][CH2:19][N:18](C(OC(C)(C)C)=O)[CH2:17][CH2:16]1)[C:13]#[CH:14]>>[CH2:12]([CH:15]1[CH2:20][CH2:19][N:18]([C:2]([O:4][CH2:5][C:6]2[CH:11]=[CH:10][CH:9]=[CH:8][CH:7]=2)=[O:3])[CH2:17][CH2:16]1)[C:13]#[CH:14]. Procedure: Benzyl chloroformate (6.9 g, 40.4 mmol) was added to a solution of tert-butyl 4-(prop-2-ynyl)piperidine-1-carboxylate (1.65 g, 13.4 mmol) according to general procedure 1. Yield=0.700 g, 37%. m/z MH+=258.02. HPLC rt=10.2 min. Starting materials: CCOC(=O)C1C(=O)N(C)C(=O)N(C)C1=O, Cc1ccccc1, Nc1ccc(OC(F)(F)C(F)OC(F)(F)C(F)(F)C(F)F)cc1. Yields the product CN1C(=O)C(C(=O)Nc2ccc(OC(F)(F)C(F)OC(F)(F)C(F)(F)C(F)F)cc2)C(=O)N(C)C1=O. As a reaction SMILES: [CH3:24][N:25]1[C:26](=[O:27])[N:28]([CH3:39])[C:29](=[O:30])[CH:31]([C:34](=[O:35])[O:36][CH2:37][CH3:38])[C:32]1=[O:33].[CH3:40][c:41]1[cH:42][cH:43][cH:44][cH:45][cH:46]1.[F:1][C:2]([C:3]([CH:4]([F:5])[F:6])([F:7])[F:8])([O:9][CH:10]([C:11]([O:12][c:13]1[cH:14][cH:15][c:16]([NH2:17])[cH:18][cH:19]1)([F:20])[F:21])[F:22])[F:23]>>[F:1][C:2]([C:3]([CH:4]([F:5])[F:6])([F:7])[F:8])([O:9][CH:10]([C:11]([O:12][c:13]1[cH:14][cH:15][c:16]([NH:17][C:34]([CH:31]2[C:29](=[O:30])[N:28]([CH3:39])[C:26](=[O:27])[N:25]([CH3:24])[C:32]2=[O:33])=[O:35])[cH:18][cH:19]1)([F:20])[F:21])[F:22])[F:23]. Reactants: Cl(=O)(=O)(=O)[O-].C[N+]1=NC(=C(C=C1Cl)NC)C1=CC=CC=C1 (1-methyl-3-phenyl-4-methylamino-6-chloropyridazinium perchlorate), O (water), [H][H] (hydrogen). The reagents and catalysts are [Ni] (Raney nickel). The solvent is C(C)N(CC)CC (triethylamine). Yields the product Cl(=O)(=O)(=O)[O-].C[N+]1=NC(=C(C=C1)NC)C1=CC=CC=C1 (1-methyl-3-phenyl-4-methylaminopyridazinium perchlorate). Isolated yield 76.6%. As a reaction SMILES: [Cl:1]([O-:5])(=[O:4])(=[O:3])=[O:2].[CH3:6][N+:7]1[C:12](Cl)=[CH:11][C:10]([NH:14][CH3:15])=[C:9]([C:16]2[CH:21]=[CH:20][CH:19]=[CH:18][CH:17]=2)[N:8]=1.O.[H][H]>[Ni].C(N(CC)CC)C>[Cl:1]([O-:5])(=[O:4])(=[O:3])=[O:2].[CH3:6][N+:7]1[CH:12]=[CH:11][C:10]([NH:14][CH3:15])=[C:9]([C:16]2[CH:21]=[CH:20][CH:19]=[CH:18][CH:17]=2)[N:8]=1 |f:0.1,6.7|. Procedure details: 15 parts of 1-methyl-3-phenyl-4-methylamino-6-chloropyridazinium perchlorate, 100 parts of water, 5 parts of triethylamine and about 2 parts of Raney nickel are treated at room temperature in a shaking apparatus with hydrogen at atmospheric pressure. After twenty-four hours the reaction mixture is suction filtered, the residue is boiled with 200 parts of methanol and filtered and the filtrate is concentrated and cooled. 10.3 parts (76.6% of theory) of 1-methyl-3-phenyl-4-methylaminopyridazinium ...